From a dataset of the Open Reaction Database (ORD), a public repository of structured organic reaction records. describe an organic reaction: reactants, conditions, products, and yield Reactants: O=C1CN(C(=O)c2ccc(F)c(F)c2Nc2ccc(I)cc2F)C1, NO, C1COCCO1. The product is O=C(c1ccc(F)c(F)c1Nc1ccc(I)cc1F)N1CC(=NO)C1. Reaction SMILES: [F:1][c:2]1[c:3]([NH:16][c:17]2[c:18]([F:24])[cH:19][c:20]([I:23])[cH:21][cH:22]2)[c:4]([C:9](=[O:10])[N:11]2[CH2:12][C:13](=[O:15])[CH2:14]2)[cH:5][cH:6][c:7]1[F:8].[NH2:25][OH:26].[O:27]1[CH2:28][CH2:29][O:30][CH2:31][CH2:32]1>>[F:1][c:2]1[c:3]([NH:16][c:17]2[c:18]([F:24])[cH:19][c:20]([I:23])[cH:21][cH:22]2)[c:4]([C:9](=[O:10])[N:11]2[CH2:12][C:13](=[N:25][OH:26])[CH2:14]2)[cH:5][cH:6][c:7]1[F:8].